Dataset: the Open Reaction Database (ORD), a public repository of structured organic reaction records. Task: describe an organic reaction: reactants, conditions, products, and yield As a reaction SMILES: Br[C:2]1[C:3]([N:22]2[CH2:26][CH2:25][C@@H:24]([OH:27])[CH2:23]2)=[N:4][CH:5]=[C:6]([CH:21]=1)[C:7]([NH:9][C:10]1[CH:15]=[CH:14][C:13]([O:16][C:17]([F:20])([F:19])[F:18])=[CH:12][CH:11]=1)=[O:8].[N:28]1[CH:33]=[CH:32][CH:31]=[C:30](B(O)O)[CH:29]=1>>[OH:27][C@@H:24]1[CH2:25][CH2:26][N:22]([C:3]2[C:2]([C:30]3[CH:29]=[N:28][CH:33]=[CH:32][CH:31]=3)=[CH:21][C:6]([C:7]([NH:9][C:10]3[CH:15]=[CH:14][C:13]([O:16][C:17]([F:20])([F:19])[F:18])=[CH:12][CH:11]=3)=[O:8])=[CH:5][N:4]=2)[CH2:23]1. Procedure: The title compound was prepared in an analogous fashion to that described in Example 36 using (R)-5-bromo-6-(3-hydroxypyrrolidin-1-yl)-N-(4-(trifluoromethoxy)phenyl)nicotinamide (Stage 35.1) and pyridin-3-ylboronic acid to afford a yellow solid. UPLC-MS (condition 1) tR=1.82 min, m/z=445.1 [M+H]+, m/z=443.2 [M−H]−; 1H-NMR (400 MHz, DMSO-d6) δ ppm 1.67-1.77 (m, 1H) 1.83 (dd, J=8.80, 4.40 Hz, 1H) 2.87 (d, J=11.49 Hz, 1H) 3.14-3.26 (m, 2H) 3.39-3.45 (m, 1H) 4.18 (d, J=2.45 Hz, 1H) 4.83 (br. s, 1H) ... The product is O[C@H]1CN(CC1)C1=NC=C(C=C1C=1C=NC=CC1)C(=O)NC1=CC=C(C=C1)OC(F)(F)F ((R)-2-(3-Hydroxypyrrolidin-1-yl)-N-(4-(trifluoromethoxy)phenyl)-[3,3′-bipyridine]-5-carboxamide). Starting materials: BrC=1C(=NC=C(C(=O)NC2=CC=C(C=C2)OC(F)(F)F)C1)N1C[C@@H](CC1)O ((R)-5-bromo-6-(3-hydroxypyrrolidin-1-yl)-N-(4-(trifluoromethoxy)phenyl)nicotinamide), N1=CC(=CC=C1)B(O)O (pyridin-3-ylboronic acid). Starting materials: ClC1=NC(=CC2=CC=C(C=C12)Cl)N(C)C1=CC=C(OC(C(=O)OCC)C)C=C1 (ethyl 2-{4-[N-(1,7-dichloroisoquinolin-3-yl)-N-methylamino]phenoxy}propionate), C(CC)O (n-propanol), S(O)(O)(=O)=O (sulfuric acid). Product: ClC1=NC(=CC2=CC=C(C=C12)Cl)N(C)C1=CC=C(OC(C(=O)OCCC)C)C=C1 (n-propyl 2-{4-[N-(1,7-dichloroisoquinolin-3-yl)-N-methylamino]phenoxy}propionate). As a reaction SMILES: [Cl:1][C:2]1[C:11]2[C:6](=[CH:7][CH:8]=[C:9]([Cl:12])[CH:10]=2)[CH:5]=[C:4]([N:13]([C:15]2[CH:28]=[CH:27][C:18]([O:19][CH:20]([CH3:26])[C:21]([O:23][CH2:24][CH3:25])=[O:22])=[CH:17][CH:16]=2)[CH3:14])[N:3]=1.S(=O)(=O)(O)O.[CH2:34](O)CC>>[Cl:1][C:2]1[C:11]2[C:6](=[CH:7][CH:8]=[C:9]([Cl:12])[CH:10]=2)[CH:5]=[C:4]([N:13]([C:15]2[CH:28]=[CH:27][C:18]([O:19][CH:20]([CH3:26])[C:21]([O:23][CH2:24][CH2:25][CH3:34])=[O:22])=[CH:17][CH:16]=2)[CH3:14])[N:3]=1. Procedure: A mixture of ethyl 2-{4-[N-(1,7-dichloroisoquinolin-3-yl)-N-methylamino]phenoxy}propionate (1.04 g), n-propanol and a trace of concentrated sulfuric acid was heated under reflux for 4 hours. The mixture was concentrated and then partitioned between dichloromethane and water. The dichloromethane layer was washed with water, dried over MgSO4 and evaporated to give n-propyl 2-{4-[N-(1,7-dichloroisoquinolin-3-yl)-N-methylamino]phenoxy}propionate (0.72 g) as a yellow oil. The reactants are CN1CCN(CCCN)CC1, CC(C)O, ClCCl, CS(=O)(=O)c1nccc(-c2cccnc2Oc2ccc(Nc3nc4cc(F)c(F)cc4[nH]3)cc2)n1. Product: CN1CCN(CCCNc2nccc(-c3cccnc3Oc3ccc(Nc4nc5cc(F)c(F)cc5[nH]4)cc3)n2)CC1. As a reaction SMILES: [CH3:36][N:37]1[CH2:38][CH2:39][N:40]([CH2:43][CH2:44][CH2:45][NH2:46])[CH2:41][CH2:42]1.[CH3:47][CH:48]([OH:49])[CH3:50].[Cl:51][CH2:52][Cl:53].[F:1][c:2]1[cH:3][c:4]2[c:5]([nH:6][c:7]([NH:9][c:10]3[cH:11][cH:12][c:13]([O:16][c:17]4[n:18][cH:19][cH:20][cH:21][c:22]4-[c:23]4[n:24][c:25]([S:29]([CH3:30])(=[O:31])=[O:32])[n:26][cH:27][cH:28]4)[cH:14][cH:15]3)[n:8]2)[cH:33][c:34]1[F:35]>>[F:1][c:2]1[cH:3][c:4]2[c:5]([nH:6][c:7]([NH:9][c:10]3[cH:11][cH:12][c:13]([O:16][c:17]4[n:18][cH:19][cH:20][cH:21][c:22]4-[c:23]4[n:24][c:25]([NH:46][CH2:45][CH2:44][CH2:43][N:40]5[CH2:39][CH2:38][N:37]([CH3:36])[CH2:42][CH2:41]5)[n:26][cH:27][cH:28]4)[cH:14][cH:15]3)[n:8]2)[cH:33][c:34]1[F:35]. Starting materials: O=C1C(=O)N(Cc2ccccc2)c2ccccc21, CC(=O)[O-], CCO, Cl, NO, [Na+], O. Reaction SMILES: [CH2:1]([c:2]1[cH:3][cH:4][cH:5][cH:6][cH:7]1)[N:8]1[C:9](=[O:10])[C:11](=[O:12])[c:13]2[cH:14][cH:15][cH:16][cH:17][c:18]21.[CH3:23][C:24](=[O:25])[O-:26].[CH3:27][CH2:28][OH:29].[ClH:19].[NH2:20][OH:21].[Na+:22].[OH2:30]>>[CH2:1]([c:2]1[cH:3][cH:4][cH:5][cH:6][cH:7]1)[N:8]1[C:9](=[O:10])[C:11](=[N:20][OH:21])[c:13]2[cH:14][cH:15][cH:16][cH:17][c:18]21. Product: O=C1C(=NO)c2ccccc2N1Cc1ccccc1.